From a dataset of the Open Reaction Database (ORD), a public repository of structured organic reaction records. describe an organic reaction: reactants, conditions, products, and yield Starting materials: CCC(=O)Cl, CCOC(=O)n1c(C(=O)c2ncccc2C(O[SiH](C)C)C(C)(C)C)c(N)c2ccc(Cl)cc21. The product is CCOC(=O)n1c(C(=O)c2ncccc2C(O[SiH](C)C)C(C)(C)C)c(NC(=O)CC)c2ccc(Cl)cc21. As a reaction SMILES: [C:34]([CH2:35][CH3:36])(=[O:37])[Cl:38].[NH2:1][c:2]1[c:3]([C:17](=[O:18])[c:19]2[n:20][cH:21][cH:22][cH:23][c:24]2[CH:25]([O:26][SiH:27]([CH3:28])[CH3:29])[C:30]([CH3:31])([CH3:32])[CH3:33])[n:4]([C:12](=[O:13])[O:14][CH2:15][CH3:16])[c:5]2[cH:6][c:7]([Cl:11])[cH:8][cH:9][c:10]12>>[NH:1]([c:2]1[c:3]([C:17](=[O:18])[c:19]2[n:20][cH:21][cH:22][cH:23][c:24]2[CH:25]([O:26][SiH:27]([CH3:28])[CH3:29])[C:30]([CH3:31])([CH3:32])[CH3:33])[n:4]([C:12](=[O:13])[O:14][CH2:15][CH3:16])[c:5]2[cH:6][c:7]([Cl:11])[cH:8][cH:9][c:10]12)[C:34]([CH2:35][CH3:36])=[O:37].